From a dataset of the Open Reaction Database (ORD), a public repository of structured organic reaction records. describe an organic reaction: reactants, conditions, products, and yield The reactants are P(=O)([O-])([O-])[O-].[K+].[K+].[K+] (potassium phosphate), BrC1=CC=C(CN2C(N(C(C2)=O)C2CC2)=O)C=C1 (1-(4-Bromobenzyl)-3-cyclopropylimidazolidine-2,4-dione), C1(CCCCC1)P(C1CCCCC1)C1CCCCC1 (tricyclohexylphosphine), C1(CC1)N1C(C2=CC=C(C=C2C1)B1OC(C(O1)(C)C)(C)C)=O (2-Cyclopropyl-5-(4,4,5,5-tetramethyl-1,3,2-dioxaborolan-2-yl)isoindolin-1-one), tris(dibenzylidineacetone)dipalladium. The solvent is O (water), O1CCOCC1 (dioxane). Yields the product C1(CC1)N1C(N(CC1=O)CC1=CC=C(C=C1)C=1C=C2CN(C(C2=CC1)=O)C1CC1)=O (3-cyclopropyl-1-(4-(2-cyclopropyl-1-oxoisoindolin-5-yl)benzyl)imidazolidine-2,4-dione). Isolated yield 53.1%. RXN SMILES: Br[C:2]1[CH:18]=[CH:17][C:5]([CH2:6][N:7]2[CH2:11][C:10](=[O:12])[N:9]([CH:13]3[CH2:15][CH2:14]3)[C:8]2=[O:16])=[CH:4][CH:3]=1.[CH:19]1([N:22]2[CH2:30][C:29]3[C:24](=[CH:25][CH:26]=[C:27](B4OC(C)(C)C(C)(C)O4)[CH:28]=3)[C:23]2=[O:40])[CH2:21][CH2:20]1.C1(P(C2CCCCC2)C2CCCCC2)CCCCC1.P([O-])([O-])([O-])=O.[K+].[K+].[K+]>O1CCOCC1.O>[CH:13]1([N:9]2[C:10](=[O:12])[CH2:11][N:7]([CH2:6][C:5]3[CH:17]=[CH:18][C:2]([C:27]4[CH:28]=[C:29]5[C:24](=[CH:25][CH:26]=4)[C:23](=[O:40])[N:22]([CH:19]4[CH2:21][CH2:20]4)[CH2:30]5)=[CH:3][CH:4]=3)[C:8]2=[O:16])[CH2:15][CH2:14]1 |f:3.4.5.6|. Reported procedure: 1-(4-bromobenzyl)-3-cyclopropylimidazolidine-2,4-dione (7H5) (0.1 mmol, 30 mg), 2-cyclopropyl-5-(4,4,5,5-tetramethyl-1,3,2-dioxaborolan-2-yl)isoindolin-1-one (1A5) (0.1 mmol, 31.0 mg), tris(dibenzylidineacetone)dipalladium (0.005 mmol, 4.59 mg), tricyclohexylphosphine (0.012 mmol, 3.37 mg) and potassium phosphate (0.17 mmol, 36.1 mg) were suspended in dioxane (1 ml) and water (0.5 ml) and heated to 130° C. in the microwave for 15 min. The reaction mixture was quenched with 2 ml of water and 3 ml... Starting materials: [H-].[Na+] (NaH), CC1(OC2=CC=NC=C2[C@H]([C@@H]1Br)O)C (trans-2,2-dimethyl-3-bromo-6-azachroman-4-ol). The solvent is CS(=O)C (DMSO). Product: CC1(OC2=CC=NC=C2C2C1O2)C (2,2-dimethyl-3,4-epoxy-6-azachroman). As a reaction SMILES: [H-].[Na+].[CH3:3][C:4]1([CH3:16])[C@@H:13](Br)[C@H:12]([OH:15])[C:11]2[C:6](=[CH:7][CH:8]=[N:9][CH:10]=2)[O:5]1>CS(C)=O>[CH3:3][C:4]1([CH3:16])[CH:13]2[O:15][CH:12]2[C:11]2[C:6](=[CH:7][CH:8]=[N:9][CH:10]=2)[O:5]1 |f:0.1|. Procedure: 0.4 g of a 60% strength oil dispersion of NaH are added to a solution of 2.82 g of trans-2,2-dimethyl-3-bromo-6-azachroman-4-ol in 15 ml of DMSO, with stirring. The mixture is stirred for 1 hour, 2,2-dimethyl-3,4-epoxy-6-azachroman being intermediately formed. 1.43 g of 1H-2-pyridone and a further 0.5 g of NaH dispersion are added and the mixture is stirred at 20° for 16 hours. Working up analogously to Example 1 gives "A", melting point 208°-210°.